From a dataset of the Open Reaction Database (ORD), a public repository of structured organic reaction records. describe an organic reaction: reactants, conditions, products, and yield The reactants are [N+](=O)([O-])C12C3C4C5(C3C1C5C24)[N+](=O)[O-] (1,4-dinitrocubane), C(C(=O)Cl)(=O)Cl (oxalyl chloride). Reaction SMILES: [N+:1]([C:4]12[CH:11]3[CH:6]4[C:7]5([N+:12]([O-:14])=[O:13])[CH:10]3[CH:9]1[CH:8]5[CH:5]24)([O-:3])=[O:2].C(Cl)(=O)C([Cl:18])=O>>[Cl:18][C:8]12[CH:5]3[CH:6]4[CH:11]5[C:4]3([N+:1]([O-:3])=[O:2])[CH:9]1[CH:10]5[C:7]24[N+:12]([O-:14])=[O:13]. Procedure: A mixture of 1,4-dinitrocubane, 1,(388 mg. 2.0 mmol) in oxalyl chloride (50 mL) was photolyzed under a sunlamp for 18 h at room temperature. Oxalyl chloride was removed on a rotary evaporator and the solid residue was partioned between EtOAc (40 mL) and NaOH solution (5%, 30 mL). After stirring for 3 h, the organic phase was separated, washed with brine, dried over anhydrous Na2SO4 and concentrated under reduced pressure. The residue was chromatographed on silica gel using hexane/CH2Cl2 (1:1) to... Product: ClC12C3(C4C2C2(C1C3C42)[N+](=O)[O-])[N+](=O)[O-] (2-chloro-1,4-dinitrocubane). Reaction conditions: time 18 hour. Starting materials: N#Cc1cccc(S(=O)(=O)Cl)c1, COc1ccc2[nH]ccc2c1CN(C)C, CN(C)C=O. Product: COc1ccc2c(ccn2S(=O)(=O)c2cccc(C#N)c2)c1CN(C)C. As a reaction SMILES: [C:21](#[N:22])[c:23]1[cH:24][c:25]([S:29](=[O:30])(=[O:31])[Cl:32])[cH:26][cH:27][cH:28]1.[CH3:1][O:2][c:3]1[c:4]([CH2:12][N:13]([CH3:14])[CH3:15])[c:5]2[cH:6][cH:7][nH:8][c:9]2[cH:10][cH:11]1.[O:16]=[CH:17][N:18]([CH3:19])[CH3:20]>>[CH3:1][O:2][c:3]1[c:4]([CH2:12][N:13]([CH3:14])[CH3:15])[c:5]2[cH:6][cH:7][n:8]([S:29]([c:25]3[cH:24][c:23]([C:21]#[N:22])[cH:28][cH:27][cH:26]3)(=[O:30])=[O:31])[c:9]2[cH:10][cH:11]1. Reactants: ClC1=NC=CC(=N1)N1C([C@](CC1)(C#N)CC)=O ((3R)-1-(2-chloropyrimidin-4-yl)-3-ethyl-2-oxopyrrolidine-3-carbonitrile), NC1=CC=C(C=C1)C1(CCOCC1)CO ((4-(4-aminophenyl)tetrahydro-2H-pyran-4-yl)methanol), C(C)(=O)O (acetic acid). Run in C(C)O (ethanol). Conditions: temperature 150 celsius, time 1 hour. The product is C(C)[C@]1(C(N(CC1)C1=NC(=NC=C1)NC1=CC=C(C=C1)C1(CCOCC1)CO)=O)C#N ((3R)-3-ethyl-1-(2-((4-(4-(hydroxymethyl)tetrahydro-2H-pyran-4-yl)phenyl)amino)pyrimidin-4-yl)-2-oxopyrrolidine-3-carbonitrile). Yield: 59.5%. RXN SMILES: Cl[C:2]1[N:7]=[C:6]([N:8]2[CH2:12][CH2:11][C@:10]([CH2:15][CH3:16])([C:13]#[N:14])[C:9]2=[O:17])[CH:5]=[CH:4][N:3]=1.[NH2:18][C:19]1[CH:24]=[CH:23][C:22]([C:25]2([CH2:31][OH:32])[CH2:30][CH2:29][O:28][CH2:27][CH2:26]2)=[CH:21][CH:20]=1.C(O)(=O)C>C(O)C>[CH2:15]([C@:10]1([C:13]#[N:14])[CH2:11][CH2:12][N:8]([C:6]2[CH:5]=[CH:4][N:3]=[C:2]([NH:18][C:19]3[CH:24]=[CH:23][C:22]([C:25]4([CH2:31][OH:32])[CH2:30][CH2:29][O:28][CH2:27][CH2:26]4)=[CH:21][CH:20]=3)[N:7]=2)[C:9]1=[O:17])[CH3:16]. Reported procedure: To a solution of (3R)-1-(2-chloropyrimidin-4-yl)-3-ethyl-2-oxopyrrolidine-3-carbonitrile (100 mg) obtained in Step A of Example 8 in ethanol (3.0 mL) were added (4-(4-aminophenyl)tetrahydro-2H-pyran-4-yl)methanol (83 mg) obtained in Step B of Example 152 and acetic acid (25 μL), and the mixture was stirred in a microwave reactor at 150° C. for 1 hr. The reaction mixture was concentrated under reduced pressure, and the residue was purified by silica gel column chromatography (hexane/ethyl acetate... Reactants: CCO, O=C[O-], [K+], CCOC(=O)C(C)(C)c1ccc([N+](=O)[O-])cc1, O. Yields the product CCOC(=O)C(C)(C)c1ccc(N)cc1. As a reaction SMILES: [CH3:22][CH2:23][OH:24].[CH:18]([O-:19])=[O:20].[K+:21].[N+:1]([O-:2])(=[O:3])[c:4]1[cH:5][cH:6][c:7]([C:10]([C:11](=[O:12])[O:13][CH2:14][CH3:15])([CH3:16])[CH3:17])[cH:8][cH:9]1.[OH2:25]>>[NH2:1][c:4]1[cH:5][cH:6][c:7]([C:10]([C:11](=[O:12])[O:13][CH2:14][CH3:15])([CH3:16])[CH3:17])[cH:8][cH:9]1. The reactants are CC(C)(C)OC(=O)NC(Cc1ccccc1)C(O)COS(C)(=O)=O, CCOC(C)=O. Product: CC(C)(C)OC(=O)NC(Cc1ccccc1)C1CO1. As a reaction SMILES: [C:1]([CH3:2])([CH3:3])([CH3:4])[O:5][C:6](=[O:7])[NH:8][CH:9]([CH:10]([CH2:11][O:12][S:13]([CH3:14])(=[O:15])=[O:16])[OH:17])[CH2:18][c:19]1[cH:20][cH:21][cH:22][cH:23][cH:24]1.[CH3:25][CH2:26][O:27][C:28](=[O:29])[CH3:30]>>[C:1]([CH3:2])([CH3:3])([CH3:4])[O:5][C:6](=[O:7])[NH:8][CH:9]([CH:10]1[CH2:11][O:17]1)[CH2:18][c:19]1[cH:20][cH:21][cH:22][cH:23][cH:24]1. Reactants: O=[N+]([O-])c1ccc(Br)nc1, O=C([O-])[O-], COCCOC, CC1(C)C=C(B2OC(C)(C)C(C)(C)O2)CC(C)(C)O1, [Cl-], [Li+], [Na+], [Na+], c1ccc(P(c2ccccc2)(c2ccccc2)[Pd](P(c2ccccc2)(c2ccccc2)c2ccccc2)(P(c2ccccc2)(c2ccccc2)c2ccccc2)P(c2ccccc2)(c2ccccc2)c2ccccc2)cc1. Product: CC1(C)C=C(c2ccc([N+](=O)[O-])cn2)CC(C)(C)O1. RXN SMILES: [Br:28][c:29]1[n:30][cH:31][c:32]([N+:35](=[O:36])[O-:37])[cH:33][cH:34]1.[C:20](=[O:21])([O-:22])[O-:23].[CH2:38]([CH2:39][O:40][CH3:41])[O:42][CH3:43].[CH3:1][C:2]1([CH3:19])[O:3][C:4]([CH3:17])([CH3:18])[CH:5]=[C:6]([B:8]2[O:9][C:10]([CH3:11])([CH3:12])[C:13]([CH3:14])([CH3:15])[O:16]2)[CH2:7]1.[Cl-:26].[Li+:27].[Na+:24].[Na+:25].[cH:44]1[cH:45][cH:46][c:47]([P:48]([Pd:49]([P:50]([c:51]2[cH:52][cH:53][cH:54][cH:55][cH:56]2)([c:57]2[cH:58][cH:59][cH:60][cH:61][cH:62]2)[c:63]2[cH:64][cH:65][cH:66][cH:67][cH:68]2)([P:69]([c:70]2[cH:71][cH:72][cH:73][cH:74][cH:75]2)([c:76]2[cH:77][cH:78][cH:79][cH:80][cH:81]2)[c:82]2[cH:83][cH:84][cH:85][cH:86][cH:87]2)[P:88]([c:89]2[cH:90][cH:91][cH:92][cH:93][cH:94]2)([c:95]2[cH:96][cH:97][cH:98][cH:99][cH:100]2)[c:101]2[cH:102][cH:103][cH:104][cH:105][cH:106]2)([c:107]2[cH:108][cH:109][cH:110][cH:111][cH:112]2)[c:113]2[cH:114][cH:115][cH:116][cH:117][cH:118]2)[cH:119][cH:120]1>>[CH3:1][C:2]1([CH3:19])[O:3][C:4]([CH3:17])([CH3:18])[CH:5]=[C:6]([c:29]2[n:30][cH:31][c:32]([N+:35](=[O:36])[O-:37])[cH:33][cH:34]2)[CH2:7]1.